This data is from the Open Reaction Database (ORD), a public repository of structured organic reaction records. The task is: describe an organic reaction: reactants, conditions, products, and yield RXN SMILES: [CH:1]1[CH:6]=[CH:5][C:4]([CH2:7][O:8][CH2:9][C@@H:10]([N:14]([CH2:33][C:34]([OH:36])=[O:35])[CH2:15][CH2:16][N:17]([CH2:29][C:30]([OH:32])=[O:31])[CH2:18][CH2:19][N:20]([CH2:25][C:26]([OH:28])=[O:27])[CH2:21][C:22]([OH:24])=[O:23])[C:11]([OH:13])=[O:12])=[CH:3][CH:2]=1.[NH:37]([CH2:39][C@@H:40]([C@H:42]([C@@H:44]([C@@H:46]([CH2:48][OH:49])[OH:47])[OH:45])[OH:43])[OH:41])[CH3:38]>O>[CH:1]1[CH:6]=[CH:5][C:4]([CH2:7][O:8][CH2:9][C@@H:10]([N:14]([CH2:33][C:34]([OH:36])=[O:35])[CH2:15][CH2:16][N:17]([CH2:29][C:30]([OH:32])=[O:31])[CH2:18][CH2:19][N:20]([CH2:21][C:22]([OH:24])=[O:23])[CH2:25][C:26]([OH:28])=[O:27])[C:11]([OH:13])=[O:12])=[CH:3][CH:2]=1.[NH:37]([CH2:39][C@@H:40]([C@H:42]([C@@H:44]([C@@H:46]([CH2:48][OH:49])[OH:47])[OH:45])[OH:43])[OH:41])[CH3:38] |f:3.4|. Solvent: O (water). Procedure: In a representative procedure and according to a preferred embodiment, the BOPTA ligand is solved in water for injection (WFI) containing about 2 equivalents of meglumine, at room temperature, forming a BOPTA-meglumine salt 1:2 solution, with a concentration of about 0.1-0.15 M. Such solution is then eluted through a column containing the Amberlite IRC 748i resin, saturated with Gd(III) ions, at an elution rate of about 1 to 1.5 bed-volume/h. even more preferably, the present process comprises t... Yields the product C1=CC=C(C=C1)COC[C@H](C(=O)O)N(CCN(CCN(CC(=O)O)CC(=O)O)CC(=O)O)CC(=O)O.N(C)C[C@H](O)[C@@H](O)[C@H](O)[C@H](O)CO (BOPTA meglumine). The reactants are C1=CC=C(C=C1)COC[C@H](C(=O)O)N(CCN(CCN(CC(=O)O)CC(=O)O)CC(=O)O)CC(=O)O (BOPTA), N(C)C[C@H](O)[C@@H](O)[C@H](O)[C@H](O)CO (meglumine). The reactants are BrC=1C=NC=2N(C1)N=C(C2)C(=O)O (6-bromo-pyrazolo[1,5-a]pyrimidine-2-carboxylic acid), CC=1OC=2C(=C3CCNC(C3=CC2)C)N1 (2,6-Dimethyl-6,7,8,9-tetrahydro-3-oxa-1,7-diaza-cyclopenta[a]naphthalene). The product is BrC=1C=NC=2N(C1)N=C(C2)C(=O)N2C(C1=CC=C3C(=C1CC2)N=C(O3)C)C ((6-Bromo-pyrazolo[1,5-a]pyrimidin-2-yl)-(2,6-dimethyl-8,9-dihydro-6H-3-oxa-1,7-diaza-cyclopenta[a]naphthalen-7-yl)-methanone). RXN SMILES: [Br:1][C:2]1[CH:3]=[N:4][C:5]2[N:6]([N:8]=[C:9]([C:11]([OH:13])=O)[CH:10]=2)[CH:7]=1.[CH3:14][C:15]1[O:16][C:17]2[C:18]([N:28]=1)=[C:19]1[C:24](=[CH:25][CH:26]=2)[CH:23]([CH3:27])[NH:22][CH2:21][CH2:20]1>>[Br:1][C:2]1[CH:3]=[N:4][C:5]2[N:6]([N:8]=[C:9]([C:11]([N:22]3[CH2:21][CH2:20][C:19]4[C:24](=[CH:25][CH:26]=[C:17]5[O:16][C:15]([CH3:14])=[N:28][C:18]5=4)[CH:23]3[CH3:27])=[O:13])[CH:10]=2)[CH:7]=1. Procedure details: In close analogy to the procedure described in Example 1, 6-bromo-pyrazolo[1,5-a]pyrimidine-2-carboxylic acid is reacted with 2,6-Dimethyl-6,7,8,9-tetrahydro-3-oxa-1,7-diaza-cyclopenta[a]naphthalene to provide the title compound in moderate yield. Reactants: [Br-], CON(C)C(=O)c1ccc(Br)cc1C, C1CCOC1, CC[Mg+], [Cl-], [NH4+]. Yields the product CCC(=O)c1ccc(Br)cc1C. RXN SMILES: [Br-:1].[Br:5][c:6]1[cH:7][c:8]([CH3:18])[c:9]([C:10](=[O:11])[N:12]([O:13][CH3:14])[CH3:15])[cH:16][cH:17]1.[CH2:21]1[O:22][CH2:23][CH2:24][CH2:25]1.[CH2:2]([CH3:3])[Mg+:4].[Cl-:19].[NH4+:20]>>[CH2:2]([CH3:3])[C:10]([c:9]1[c:8]([CH3:18])[cH:7][c:6]([Br:5])[cH:17][cH:16]1)=[O:11]. The reactants are O1CC(CC1)CNC(=C[N+](=O)[O-])SC (1-[{(tetrahydro-3-furanyl)methyl}amino]-1-methylthio-2-nitroethylene), N1CCCC1 (pyrrolidine). Run in C(C)#N (acetonitrile). The product is O1CC(CC1)CNC(=C[N+](=O)[O-])N1CCCC1 (1-[{(tetrahydro-3-furanyl)methyl}amino]-1-(1-pyrrolidinyl)-2-nitroethylene). As a reaction SMILES: [O:1]1[CH2:5][CH2:4][CH:3]([CH2:6][NH:7][C:8](SC)=[CH:9][N+:10]([O-:12])=[O:11])[CH2:2]1.[NH:15]1[CH2:19][CH2:18][CH2:17][CH2:16]1>C(#N)C>[O:1]1[CH2:5][CH2:4][CH:3]([CH2:6][NH:7][C:8]([N:15]2[CH2:19][CH2:18][CH2:17][CH2:16]2)=[CH:9][N+:10]([O-:12])=[O:11])[CH2:2]1. Procedure details: A mixture comprising 1.2 g of 1-[{(tetrahydro-3-furanyl)methyl}amino]-1-methylthio-2-nitroethylene, 1.5 ml of pyrrolidine and 15 ml of acetonitrile was stirred at room temperature for an hour. The reaction mixture was concentrated under a reduced pressure, and purified by silica gel column chromatography (eluent: ethyl acetate/acetone=1/1) to obtain 0.92 g of 1-[{(tetrahydro-3-furanyl)methyl}amino]-1-(1-pyrrolidinyl)-2-nitroethylene. Starting materials: C1=C(N=C2COC3=C(N21)C=CC=C3)C(=O)Cl (4H-imidazo-[2,1-c][1,4]-benzoxazine-2-carbonyl chloride), OCCN1CCOCC1 (N-(2-hydroxyethyl)-morpholine). The solvent is ClCCl (dichloromethane). Run at temperature 50 celsius. Product: C1=C(N=C2COC3=C(N21)C=CC=C3)C(=O)OCCN3CCOCC3 (2-morpholinoethyl 4H-imidazo-[2,1-c][1,4]-benzoxazine-2-carboxylate). The yield is 42.4%. Reaction SMILES: [CH:1]1[N:9]2[C:4]([CH2:5][O:6][C:7]3[CH:13]=[CH:12][CH:11]=[CH:10][C:8]=32)=[N:3][C:2]=1[C:14](Cl)=[O:15].[OH:17][CH2:18][CH2:19][N:20]1[CH2:25][CH2:24][O:23][CH2:22][CH2:21]1>ClCCl>[CH:1]1[N:9]2[C:4]([CH2:5][O:6][C:7]3[CH:13]=[CH:12][CH:11]=[CH:10][C:8]=32)=[N:3][C:2]=1[C:14]([O:17][CH2:18][CH2:19][N:20]1[CH2:25][CH2:24][O:23][CH2:22][CH2:21]1)=[O:15]. Procedure details: 1.0 g (0.0043 mole) of 4H-imidazo-[2,1-c][1,4]-benzoxazine-2-carbonyl chloride was suspended in dry dichloromethane and 1.31 g (0.01 mole) of N-(2-hydroxyethyl)-morpholine was added thereto. The mixture was warmed at 50° C. for two hours and thin layer chromatography then indicated only a small quantity of starting material remained. The mixture was then washed with water, dried and evaporated. The residue was chromatographed on a silica column using ethyl acetate as eluant. The product thus obt... Reactants: CC(=O)O, COc1ccc(N2CCNCC2)cc1, Cl, Cl, O=N[O-], [Na+], O. Yields the product COc1ccc(N2CCN(N=O)CC2)cc1. RXN SMILES: [CH3:17][C:18](=[O:19])[OH:20].[CH3:3][O:4][c:5]1[cH:6][cH:7][c:8]([N:11]2[CH2:12][CH2:13][NH:14][CH2:15][CH2:16]2)[cH:9][cH:10]1.[ClH:1].[ClH:2].[N:21](=[O:22])[O-:23].[Na+:24].[OH2:25]>>[CH3:3][O:4][c:5]1[cH:6][cH:7][c:8]([N:11]2[CH2:12][CH2:13][N:14]([N:21]=[O:22])[CH2:15][CH2:16]2)[cH:9][cH:10]1. Starting materials: CC1=NC2=CC=C3C(=C2C=C1)O[C@H](CO3)COS(=O)(=O)C3=CC=C(C=C3)Br ((2R)-4-bromobenzenesulfonic acid 8-methyl-2,3-dihydro-[1,4]dioxino[2,3-f]quinolin-2-ylmethyl ester), N1CC(C1)CC1=CNC2=CC=C(C=C12)C (3-azetidin-3-ylmethyl-5-methyl-1H-indole). The product is CC1=NC2=CC=C3C(=C2C=C1)OC(CO3)CN3CC(C3)CC3=CNC1=CC=C(C=C31)C (8-Methyl-2-[3-(5-methyl-1H-indol-3-ylmethyl)-azetidin-1-ylmethyl]-2,3-dihydro-[1,4]dioxino[2,3-f]quinoline). As a reaction SMILES: [CH3:1][C:2]1[CH:11]=[CH:10][C:9]2[C:4](=[CH:5][CH:6]=[C:7]3[O:15][CH2:14][C@H:13]([CH2:16]OS(C4C=CC(Br)=CC=4)(=O)=O)[O:12][C:8]3=2)[N:3]=1.[NH:28]1[CH2:31][CH:30]([CH2:32][C:33]2[C:41]3[C:36](=[CH:37][CH:38]=[C:39]([CH3:42])[CH:40]=3)[NH:35][CH:34]=2)[CH2:29]1>>[CH3:1][C:2]1[CH:11]=[CH:10][C:9]2[C:4](=[CH:5][CH:6]=[C:7]3[O:15][CH2:14][CH:13]([CH2:16][N:28]4[CH2:31][CH:30]([CH2:32][C:33]5[C:41]6[C:36](=[CH:37][CH:38]=[C:39]([CH3:42])[CH:40]=6)[NH:35][CH:34]=5)[CH2:29]4)[O:12][C:8]3=2)[N:3]=1. Reported procedure: This compound was prepared as described for Example 10, using (2R)-4-bromobenzenesulfonic acid 8-methyl-2,3-dihydro-[1,4]dioxino[2,3-f]quinolin-2-ylmethyl ester (0.4 g, 0.9 mmol), 3-azetidin-3-ylmethyl-5-methyl-1H-indole (0.19 g, 0.9 mmol), to afford 0.15 g of the (S)-enantiomer of the title compound as a light brown oil. The hydrochloride salt was prepared in ethyl acetate and collected as a yellow solid, m.p. 150° C. (dec).